From a dataset of the Open Reaction Database (ORD), a public repository of structured organic reaction records. describe an organic reaction: reactants, conditions, products, and yield Procedure details: A solution of (E)-4-(4,4,4-trifluoro-3-oxo-1-butenyl)phenoxyacetic acid (0.810 g, 2.95 mmol) in tetrahydrofuran (20 ml) was treated with EEDQ (0.767 g, 3.10 mmol) and dodecylamine (0.575 g, 3.10 mmol). After 2 h at 22° C., the reaction mixture was diluted with ethyl acetate, washed with water, 0.1N hydrochloric acid, saturated sodium bicarbonate, brine and dried. Evaporation of the solvent under reduced pressure gave a solid which was chromatographed on silica gel. Elution with a mixture of tolu... Run in O1CCCC1 (tetrahydrofuran), C(C)(=O)OCC (ethyl acetate). As a reaction SMILES: [F:1][C:2]([F:19])([F:18])[C:3](=[O:17])/[CH:4]=[CH:5]/[C:6]1[CH:16]=[CH:15][C:9]([O:10][CH2:11][C:12]([OH:14])=O)=[CH:8][CH:7]=1.CCOC1N(C(OCC)=O)C2C(=CC=CC=2)C=C1.[CH2:38]([NH2:50])[CH2:39][CH2:40][CH2:41][CH2:42][CH2:43][CH2:44][CH2:45][CH2:46][CH2:47][CH2:48][CH3:49]>O1CCCC1.C(OCC)(=O)C>[CH2:38]([NH:50][C:12](=[O:14])[CH2:11][O:10][C:9]1[CH:8]=[CH:7][C:6](/[CH:5]=[CH:4]/[C:3](=[O:17])[C:2]([F:1])([F:19])[F:18])=[CH:16][CH:15]=1)[CH2:39][CH2:40][CH2:41][CH2:42][CH2:43][CH2:44][CH2:45][CH2:46][CH2:47][CH2:48][CH3:49]. Conditions: time 2 hour. The yield is 57.6%. The reactants are FC(C(/C=C/C1=CC=C(OCC(=O)O)C=C1)=O)(F)F ((E)-4-(4,4,4-trifluoro-3-oxo-1-butenyl)phenoxyacetic acid), CCOC1C=CC2=CC=CC=C2N1C(=O)OCC (EEDQ), C(CCCCCCCCCCC)N (dodecylamine). Product: C(CCCCCCCCCCC)NC(COC1=CC=C(C=C1)\C=C\C(C(F)(F)F)=O)=O ((E)-N-dodecyl-4-(4,4,4-trifluoro-3-oxo-1-butenyl)phenoxyacetamide). Reactants: S1C=CC=C1 (thiophene), Cl (HCl), C(CCCCCCCCCCC)(=O)Cl (n-dodecanoyl chloride), Cl[Sn](Cl)(Cl)Cl (SnCl4). The solvent is C1=CC=CC=C1 (benzene). Product: C(CCCCCCCCCCC)(=O)C=1SC=CC1 (2-dodecanoylthiophene). Yield: 75.6%. Reaction SMILES: [S:1]1[CH:5]=[CH:4][CH:3]=[CH:2]1.[C:6](Cl)(=[O:18])[CH2:7][CH2:8][CH2:9][CH2:10][CH2:11][CH2:12][CH2:13][CH2:14][CH2:15][CH2:16][CH3:17].Cl[Sn](Cl)(Cl)Cl.Cl>C1C=CC=CC=1>[C:6]([C:2]1[S:1][CH:5]=[CH:4][CH:3]=1)(=[O:18])[CH2:7][CH2:8][CH2:9][CH2:10][CH2:11][CH2:12][CH2:13][CH2:14][CH2:15][CH2:16][CH3:17]. Reported procedure: In a 5 liter-five-necked flask, 112.5 g (1.34 mol) of thiophene, 300 g (1.37 mol) of n-dodecanoyl chloride and 2.25 liter of dry benzene were placed and cooled below 0° C. To the mixture under stirring, 148.5 g (5.70×10-1 mol) of SnCl4 was added dropwise in 1 hour below 0° C. The mixture was stirred for 30 min. below 0° C., followed by stirring for 4 hours while being gradually restored to room temperature. After the reaction, 2 liter of 10% HCl was added to the reaction mixture, followed by sti...